Task: describe an organic reaction: reactants, conditions, products, and yield. Dataset: the Open Reaction Database (ORD), a public repository of structured organic reaction records The reactants are [Br-], O=Cc1cncc(Br)c1, CCS(N)(=O)=O, Cc1ccccc1, CC(C)[O-], CC(C)[O-], CC(C)[O-], CC(C)[O-], [Mg+]C1CCCC1, [Ti+4]. Product: CCS(=O)(=O)NC(c1cncc(Br)c1)C1CCCC1. Reaction SMILES: [Br-:16].[Br:1][c:2]1[cH:3][n:4][cH:5][c:6]([CH:7]=[O:8])[cH:9]1.[CH2:10]([CH3:11])[S:12](=[O:13])(=[O:14])[NH2:15].[CH3:23][c:24]1[cH:25][cH:26][cH:27][cH:28][cH:29]1.[CH3:30][CH:31]([CH3:32])[O-:33].[CH3:35][CH:36]([CH3:37])[O-:38].[CH3:39][CH:40]([CH3:41])[O-:42].[CH3:43][CH:44]([CH3:45])[O-:46].[CH:17]1([Mg+:22])[CH2:18][CH2:19][CH2:20][CH2:21]1.[Ti+4:34]>>[Br:1][c:2]1[cH:3][n:4][cH:5][c:6]([CH:7]([NH:15][S:12]([CH2:10][CH3:11])(=[O:13])=[O:14])[CH:17]2[CH2:18][CH2:19][CH2:20][CH2:21]2)[cH:9]1. Starting materials: COC(=O)COc1cc(C)cc2ncc(Cc3ccc(Cl)cc3)c(C)c12, C[Si](C)(C)[O-], [K+], C1CCOC1. Product: Cc1cc(OCC(=O)O)c2c(C)c(Cc3ccc(Cl)cc3)cnc2c1. RXN SMILES: [CH3:1][O:2][C:3]([CH2:4][O:5][c:6]1[c:7]2[c:8]([CH3:25])[c:9]([CH2:17][c:18]3[cH:19][cH:20][c:21]([Cl:24])[cH:22][cH:23]3)[cH:10][n:11][c:12]2[cH:13][c:14]([CH3:16])[cH:15]1)=[O:26].[CH3:27][Si:28]([CH3:29])([CH3:30])[O-:31].[K+:32].[O:33]1[CH2:34][CH2:35][CH2:36][CH2:37]1>>[O:2]=[C:3]([CH2:4][O:5][c:6]1[c:7]2[c:8]([CH3:25])[c:9]([CH2:17][c:18]3[cH:19][cH:20][c:21]([Cl:24])[cH:22][cH:23]3)[cH:10][n:11][c:12]2[cH:13][c:14]([CH3:16])[cH:15]1)[OH:26].